From a dataset of the Open Reaction Database (ORD), a public repository of structured organic reaction records. describe an organic reaction: reactants, conditions, products, and yield The reactants are C(C)(C)(C)OC(NCCCN(S(=O)(=O)C)CC1=CC(=CC=C1)C1=NC(=NC=C1)Cl)=O ((3-{[3-(2-Chloro-pyrimidin-4-yl)-benzyl]-methanesulfonyl-amino}-propyl)-carbamic acid tert-butyl ester), NCCC1=CC=C(C=C1)S(=O)(=O)N (4-(2-Amino-ethyl)-benzenesulfonamide), 519. Yields the product NCCCN(S(=O)(=O)C)CC=1C=C(C=CC1)C1=NC(=NC=C1)NCCC1=CC=C(C=C1)S(=O)(=O)N (4-{2-[4-(3-{[(3-Amino-propyl)-methanesulfonyl-amino]-methyl}-phenyl)-pyrimidin-2-ylamino]-ethyl}-benzenesulfonamide). RXN SMILES: C(OC(=O)[NH:7][CH2:8][CH2:9][CH2:10][N:11]([CH2:16][C:17]1[CH:22]=[CH:21][CH:20]=[C:19]([C:23]2[CH:28]=[CH:27][N:26]=[C:25](Cl)[N:24]=2)[CH:18]=1)[S:12]([CH3:15])(=[O:14])=[O:13])(C)(C)C.[NH2:31][CH2:32][CH2:33][C:34]1[CH:39]=[CH:38][C:37]([S:40]([NH2:43])(=[O:42])=[O:41])=[CH:36][CH:35]=1>>[NH2:7][CH2:8][CH2:9][CH2:10][N:11]([CH2:16][C:17]1[CH:18]=[C:19]([C:23]2[CH:28]=[CH:27][N:26]=[C:25]([NH:31][CH2:32][CH2:33][C:34]3[CH:35]=[CH:36][C:37]([S:40]([NH2:43])(=[O:41])=[O:42])=[CH:38][CH:39]=3)[N:24]=2)[CH:20]=[CH:21][CH:22]=1)[S:12]([CH3:15])(=[O:13])=[O:14]. Procedure: Intermediate 4 was coupled with 4-(2-Amino-ethyl)-benzenesulfonamide following procedure F and the resulting product deprotected following procedure G. LC-MS showed the product had the expected M+H+ of 519. 1H NMR (Varian 300 MHz, CDCl3—CD3OD, shifts relative to the solvent peak at 7.24 ppm) δ 8.0 (m, 2H) 7.8 (m, 1H) 7.6 (m, 4H) 7.4 (m, 1H) 7.2 (m, 2H) 4.3 (s, 2H) 3.8 (m, 2H) 3.4 (m, 2H) 2.9 (m, 2H) 2.8 (s, 3H) 2.6 (m, 2H) 1.6 (m, 2H).